This data is from the Open Reaction Database (ORD), a public repository of structured organic reaction records. The task is: describe an organic reaction: reactants, conditions, products, and yield Starting materials: C=C(C)C, ClCCl, O=C(CCc1ccc(O)cc1)OCc1ccc([N+](=O)[O-])cc1, O=S(=O)(O)O. Product: CC(C)(C)Oc1ccc(CCC(=O)OCc2ccc([N+](=O)[O-])cc2)cc1. RXN SMILES: [CH2:23]=[C:24]([CH3:25])[CH3:26].[CH2:32]([Cl:33])[Cl:34].[N+:1](=[O:2])([O-:3])[c:4]1[cH:5][cH:6][c:7]([CH2:8][O:9][C:10]([CH2:11][CH2:12][c:13]2[cH:14][cH:15][c:16]([OH:19])[cH:17][cH:18]2)=[O:20])[cH:21][cH:22]1.[S:27](=[O:28])(=[O:29])([OH:30])[OH:31]>>[N+:1](=[O:2])([O-:3])[c:4]1[cH:5][cH:6][c:7]([CH2:8][O:9][C:10]([CH2:11][CH2:12][c:13]2[cH:14][cH:15][c:16]([O:19][C:24]([CH3:23])([CH3:25])[CH3:26])[cH:17][cH:18]2)=[O:20])[cH:21][cH:22]1. Reagents/catalysts: I(2-Ad). Yields the product Fc3ccc(c2ccc1ccccc1c2)cc3. The reactants are CC2(C)COB(c1ccc(F)cc1)OC2 (effective_coupling_partner), CCN(CC)C(=O)Oc2ccc1ccccc1c2 (substrate). Conditions: temperature 150 celsius, time 20 hour. Starting materials: N1=C(C(=CC=C1)CN1CCCCC1)CN1CCCCC1 (pyridin-2,3-diyl-dimethylenebis(1,1'-piperidine)), C(\C=C/C(=O)O)(=O)O (maleic acid), triamine, hydrated dimaleate. The solvent is C(C)OCC (diethyl ether). Product: C(\C=C/C(=O)O)(=O)O.C(\C=C/C(=O)O)(=O)O.N1=C(C(=CC=C1)CN1CCCCC1)CN1CCCCC1 (pyridine-2,3-diyl-dimethylenebis(1,1'-piperidine) dimaleate). RXN SMILES: [N:1]1[CH:6]=[CH:5][CH:4]=[C:3]([CH2:7][N:8]2[CH2:13][CH2:12][CH2:11][CH2:10][CH2:9]2)[C:2]=1[CH2:14][N:15]1[CH2:20][CH2:19][CH2:18][CH2:17][CH2:16]1.[C:21]([OH:28])(=[O:27])/[CH:22]=[CH:23]\[C:24]([OH:26])=[O:25]>C(OCC)C>[C:21]([OH:28])(=[O:27])/[CH:22]=[CH:23]\[C:24]([OH:26])=[O:25].[C:21]([OH:28])(=[O:27])/[CH:22]=[CH:23]\[C:24]([OH:26])=[O:25].[N:1]1[CH:6]=[CH:5][CH:4]=[C:3]([CH2:7][N:8]2[CH2:9][CH2:10][CH2:11][CH2:12][CH2:13]2)[C:2]=1[CH2:14][N:15]1[CH2:20][CH2:19][CH2:18][CH2:17][CH2:16]1 |f:3.4.5|. Procedure: The above crude product was then chromatographed over silica gel, using 25 g. of said siliceous material of 70-230 mesh size and eluting with 25 ml. fractions of ethyl acetate. In this manner, there was obtained 541 mg. of slightly impure product isolated in fraction Nos. 4-13. A second chromatography run was then made on the latter (i.e., partially purified) material, using 16 g. of silica gel of 70-230 mesh size and eluting this time with an ethyl acetate/triethylamine (9:1 by volume) mixture ... The yield is 51.0%. Reactants: C(=O)([O-])[O-].[K+].[K+] (K2CO3), BrCC(=O)OC (methyl 2-bromoacetate), [N+](=O)([O-])C=1C=CC=C2C=CNC12 (7-nitro-1H-indole), C(=O)([O-])[O-].[K+].[K+] (K2CO3), BrCC(=O)OC (methyl 2-bromoacetate). Solvent: CC#N (CH3CN). Procedure: To a solution of 7-nitro-1H-indole (0.5 g, 3.08 mmol) in dry CH3CN (20 ml), K2CO3 (0.511 g, 3.70 mmol) was added at room temperature. After 10 minutes, methyl 2-bromoacetate (0.343 ml, 3.70 mmol) was added dropwise, and the reaction was refluxed for 24 hours. Additional K2CO3 (0.511 g, 3.70 mmol) and methyl 2-bromoacetate (0.343 ml, 3.70 mmol) were added, and the stirring was prolonged for further 16 hours. The reaction was cooled at room temperature and the solvent was evaporated under vacuum. ... Run at time 10 minute. The product is [N+](=O)([O-])C=1C=CC=C2C=CN(C12)CC(=O)OC (methyl 2-(7-nitro-1H-indol-1-yl)acetate). As a reaction SMILES: [N+:1]([C:4]1[CH:5]=[CH:6][CH:7]=[C:8]2[C:12]=1[NH:11][CH:10]=[CH:9]2)([O-:3])=[O:2].C([O-])([O-])=O.[K+].[K+].Br[CH2:20][C:21]([O:23][CH3:24])=[O:22]>CC#N>[N+:1]([C:4]1[CH:5]=[CH:6][CH:7]=[C:8]2[C:12]=1[N:11]([CH2:20][C:21]([O:23][CH3:24])=[O:22])[CH:10]=[CH:9]2)([O-:3])=[O:2] |f:1.2.3|. The product is [Br-], c1ccc([P+](c2ccccc2)(c2ccccc2)C2CCCCC2)cc1. Reactants: CCOC(C)=O, BrC1CCCCC1, c1ccc(P(c2ccccc2)c2ccccc2)cc1. Reaction SMILES: [CH3:27][CH2:28][O:29][C:30](=[O:31])[CH3:32].[CH:1]1([Br:7])[CH2:2][CH2:3][CH2:4][CH2:5][CH2:6]1.[c:8]1([P:14]([c:15]2[cH:16][cH:17][cH:18][cH:19][cH:20]2)[c:21]2[cH:22][cH:23][cH:24][cH:25][cH:26]2)[cH:9][cH:10][cH:11][cH:12][cH:13]1>>[Br-:7].[CH:1]1([P+:14]([c:8]2[cH:9][cH:10][cH:11][cH:12][cH:13]2)([c:15]2[cH:16][cH:17][cH:18][cH:19][cH:20]2)[c:21]2[cH:22][cH:23][cH:24][cH:25][cH:26]2)[CH2:2][CH2:3][CH2:4][CH2:5][CH2:6]1. Reactants: C([O-])(O)=O.[Na+] (sodium bicarbonate), 6.4, C1(=CC=CC=C1)CC(=O)NC1[C@@H]2N(C(=C(CS2)\C=C/C)C(=O)OC(C2=CC=CC=C2)C2=CC=CC=C2)C1=O (Benzhydryl 7-phenylacetamido-3-[(Z)-propen-1-yl]-3-cephem-4-carboxylate), N1=CC=CC=C1 (pyridine), P(Cl)(Cl)(Cl)(Cl)Cl (phosphorus pentachloride). The solvent is CO (methanol), C(Cl)Cl (methylene chloride), C(Cl)Cl (methylene chloride). Run at temperature -40 celsius, time 5 minute. Product: NC1[C@@H]2N(C(=C(CS2)\C=C/C)C(=O)OC(C2=CC=CC=C2)C2=CC=CC=C2)C1=O (Benzhydryl 7-amino-3-[(Z)-1-propen-1-yl]-3-cephem-4-carboxylate). RXN SMILES: C1(CC([NH:10][CH:11]2[C:37](=[O:38])[N:13]3[C:14]([C:21]([O:23][CH:24]([C:31]4[CH:36]=[CH:35][CH:34]=[CH:33][CH:32]=4)[C:25]4[CH:30]=[CH:29][CH:28]=[CH:27][CH:26]=4)=[O:22])=[C:15](/[CH:18]=[CH:19]\[CH3:20])[CH2:16][S:17][C@H:12]23)=O)C=CC=CC=1.N1C=CC=CC=1.P(Cl)(Cl)(Cl)(Cl)Cl.C(=O)(O)[O-].[Na+]>C(Cl)Cl.CO>[NH2:10][CH:11]1[C:37](=[O:38])[N:13]2[C:14]([C:21]([O:23][CH:24]([C:25]3[CH:26]=[CH:27][CH:28]=[CH:29][CH:30]=3)[C:31]3[CH:32]=[CH:33][CH:34]=[CH:35][CH:36]=3)=[O:22])=[C:15](/[CH:18]=[CH:19]\[CH3:20])[CH2:16][S:17][C@H:12]12 |f:3.4|. Reported procedure: 6.4 (12.2 mmol) of benzhydryl 7-phenylacetamido-3-[(Z)-propen-1-yl]-3-cephem-4-carboxylate (Example 9) are dissolved in 64 ml of methylene chloride, the solution is cooled to -40° C. with a dry ice bath and 2.47 ml (30.5 mmol) of pyridine and 2.54 g (12.2 mmol) of phosphorus pentachloride are added in succession. After 5 minutes, the mixture is allowed to warm to -20° C., after which the temperature should rise to -10° C. in the course of 20 minutes and then rise to +10° C. The solution is now s... Starting materials: ClC1=CC=C(C=C1)[C@@H]1N=C(N([C@@H]1C1=CC=C(C=C1)Cl)C(=O)Cl)C=1SC=CC1OCC ((4S,5R)-4,5-Bis-(4-chloro-phenyl)-2-(3-ethoxy-thiophen-2-yl)-4,5-dihydro-imidazole-1-carbonyl chloride), Cl.Cl.COCC(C)NC(CN1CCNCC1)=O (N-(2-methoxy-1-methylethyl)-2-piperazin-1-yl-acetamide dihydrochloride). The product is ClC1=CC=C(C=C1)[C@@H]1N=C(N([C@@H]1C1=CC=C(C=C1)Cl)C(=O)N1CCN(CC1)CC(=O)NC(COC)C)C=1SC=CC1OCC (cis-2-{4-[4,5-bis-(4-chloro-phenyl)-2-(3-ethoxy-thiophen-2-yl)-4,5-dihydro-imidazole-1-carbonyl]-piperazin-1-yl}-N-(2-methoxy-1-methyl-ethyl)-acetamide). As a reaction SMILES: [Cl:1][C:2]1[CH:7]=[CH:6][C:5]([C@H:8]2[C@@H:12]([C:13]3[CH:18]=[CH:17][C:16]([Cl:19])=[CH:15][CH:14]=3)[N:11]([C:20](Cl)=[O:21])[C:10]([C:23]3[S:24][CH:25]=[CH:26][C:27]=3[O:28][CH2:29][CH3:30])=[N:9]2)=[CH:4][CH:3]=1.Cl.Cl.[CH3:33][O:34][CH2:35][CH:36]([NH:38][C:39](=[O:47])[CH2:40][N:41]1[CH2:46][CH2:45][NH:44][CH2:43][CH2:42]1)[CH3:37]>>[Cl:1][C:2]1[CH:7]=[CH:6][C:5]([C@H:8]2[C@@H:12]([C:13]3[CH:18]=[CH:17][C:16]([Cl:19])=[CH:15][CH:14]=3)[N:11]([C:20]([N:44]3[CH2:45][CH2:46][N:41]([CH2:40][C:39]([NH:38][CH:36]([CH3:37])[CH2:35][O:34][CH3:33])=[O:47])[CH2:42][CH2:43]3)=[O:21])[C:10]([C:23]3[S:24][CH:25]=[CH:26][C:27]=3[O:28][CH2:29][CH3:30])=[N:9]2)=[CH:4][CH:3]=1 |f:1.2.3|. Reported procedure: 2-{4-[(4S,5R)-4,5-Bis-(4-chloro-phenyl)-2-(3-ethoxy-thiophen-2-yl)-4,5-dihydro-imidazole-1-carbonyl chloride (example 34) was reacted with N-(2-methoxy-1-methylethyl)-2-piperazin-1-yl-acetamide dihydrochloride to give cis-2-{4-[4,5-bis-(4-chloro-phenyl)-2-(3-ethoxy-thiophen-2-yl)-4,5-dihydro-imidazole-1-carbonyl]-piperazin-1-yl}-N-(2-methoxy-1-methyl-ethyl)-acetamide in an analogous manner as described in example 1. LR-MS: 658.2 [(M+H)+].